Dataset: the Open Reaction Database (ORD), a public repository of structured organic reaction records. Task: describe an organic reaction: reactants, conditions, products, and yield Starting materials: CC1=CC2=C(SC=C2)C=C1 (5-Methylbenzo[b]thiophene), BrC=1C=C(C=O)C=CC1 (3-bromobenzaldehyde). The product is BrC=1C=C(C=CC1)CC1=CC2=C(S1)C=CC(=C2)C (3-Bromo-1-(5-methylbenzo[b]thiophen-2-ylmethyl)benzene). RXN SMILES: [CH3:1][C:2]1[CH:10]=[CH:9][C:5]2[S:6][CH:7]=[CH:8][C:4]=2[CH:3]=1.[Br:11][C:12]1[CH:13]=[C:14]([CH:17]=[CH:18][CH:19]=1)[CH:15]=O>>[Br:11][C:12]1[CH:13]=[C:14]([CH2:15][C:7]2[S:6][C:5]3[CH:9]=[CH:10][C:2]([CH3:1])=[CH:3][C:4]=3[CH:8]=2)[CH:17]=[CH:18][CH:19]=1. Procedure: 5-Methylbenzo[b]thiophene and 3-bromobenzaldehyde were treated in a manner similar to Reference Example 7 to give the target compound. RXN SMILES: [CH3:1][O:2][C:3]1[CH:4]=[C:5]2[C:13](=[CH:14][CH:15]=1)[NH:12][C:11]1[CH:10]([C:16]([OH:18])=[O:17])[CH2:9][CH2:8][CH2:7][C:6]2=1>[C].[Pd].C1(C)C(C)=CC=CC=1>[CH3:1][O:2][C:3]1[CH:4]=[C:5]2[C:13](=[CH:14][CH:15]=1)[NH:12][C:11]1[C:10]([C:16]([OH:18])=[O:17])=[CH:9][CH:8]=[CH:7][C:6]2=1 |f:1.2|. Reagents/catalysts: [C].[Pd] (palladium-carbon). Yields the product ethyl ester, COC=1C=C2C=3C=CC=C(C3NC2=CC1)C(=O)O (6-methoxycarbazole-1-carboxylic acid). Starting materials: ethyl ester, COC=1C=C2C=3CCCC(C3NC2=CC1)C(=O)O (6-methoxy-1,2,3,4-tetrahydrocarbazole-1-carboxylic acid). The solvent is C=1(C(=CC=CC1)C)C (xylene). Procedure: 2.05 g. of the ethyl ester of 6-methoxy-1,2,3,4-tetrahydrocarbazole-1-carboxylic acid is dissolved in 20 ml. of xylene, mixed with 2 g. of 10% palladium-carbon catalyst, and refluxed for 4 hours. After the reaction mixture has cooled, the catalyst is filtered off, the solution is concentrated under vacuum, the residue is recrystallized from benzene, and 1.5 g. of the ethyl ester of 6-methoxycarbazole-1-carboxylic acid is thus produced, m.p. 107° C.